From a dataset of the Open Reaction Database (ORD), a public repository of structured organic reaction records. describe an organic reaction: reactants, conditions, products, and yield Starting materials: CO, ClC(Cl)Cl, O=C(O)c1cccc(Cl)n1, O=S(Cl)Cl. Product: COC(=O)c1cccc(Cl)n1. As a reaction SMILES: [CH3:15][OH:16].[Cl:17][CH:18]([Cl:19])[Cl:20].[Cl:5][c:6]1[cH:7][cH:8][cH:9][c:10]([C:12](=[O:13])[OH:14])[n:11]1.[S:1]([Cl:2])([Cl:3])=[O:4]>>[Cl:5][c:6]1[cH:7][cH:8][cH:9][c:10]([C:12](=[O:13])[O:14][CH3:15])[n:11]1. Starting materials: FC=1C(=C2C=3N(C(CO2)C)C=C(C(C3C1)=O)C(=O)O)F (9,10-difluoro-2,3-dihydro-3-methyl-7-oxo-7H-pyrido[1,2,3-de]-1,4-benzoxazine-6-carboxylic acid), C(C)NCC1CNCC1 (N-ethyl-3-pyrrolidinemethanamine), C(C)#N (acetonitrile). Product: C(C)NCC1CN(CC1)C=1C(=CC2=C3N(C(COC31)CC)C=C(C2=O)C(=O)O)F (10-[3-[(ethylamino)methyl]-1-pyrrolidinyl]-9-fluoro-2,3-dihydro-3-ethyl-7-oxo-7H-pyrido[1,2,3-de]-1,4-benzoxazine-6-carboxylic acid). RXN SMILES: [F:1][C:2]1[C:3](F)=[C:4]2[O:9][CH2:8][CH:7]([CH3:10])[N:6]3[CH:11]=[C:12]([C:17]([OH:19])=[O:18])[C:13](=[O:16])[C:14]([CH:15]=1)=[C:5]23.[CH2:21]([NH:23][CH2:24][CH:25]1[CH2:29][CH2:28][NH:27][CH2:26]1)[CH3:22].[C:30](#N)C>>[CH2:21]([NH:23][CH2:24][CH:25]1[CH2:29][CH2:28][N:27]([C:3]2[C:2]([F:1])=[CH:15][C:14]3[C:13](=[O:16])[C:12]([C:17]([OH:19])=[O:18])=[CH:11][N:6]4[CH:7]([CH2:10][CH3:30])[CH2:8][O:9][C:4]=2[C:5]=34)[CH2:26]1)[CH3:22]. Procedure: 0.75 g (2.7 mmole) of 9,10-difluoro-2,3-dihydro-3-methyl-7-oxo-7H-pyrido[1,2,3-de]-1,4-benzoxazine-6-carboxylic acid, 40 ml acetonitrile and 1.03 g (8.00 mmole) of N-ethyl-3-pyrrolidinemethanamine were refluxed overnight. The reaction mixture was cooled in an ice bath and then filtered. The precipitate was washed with ethanol/ether (4:1), and then with ether until dry to give 0.86 g of 10-[3-[(ethylamino)methyl]-1-pyrrolidinyl]-9-fluoro-2,3-dihydro-3-ethyl-7-oxo-7H-pyrido[1,2,3-de]-1,4-benzoxazi... Starting materials: COC(=O)C1=CC=C2/C(/C(NC2=C1)=O)=C(\C1=CC2=C(C=C1)OCCO2)/NC2=CC=C(C=C2)CN2CCN(CC2)C (6-methoxycarbonyl-3-(Z)-{1-[4-(1-methylpiperazin-4-yl-methyl)-phenylamino]-1-(3,4-ethylenedioxyphenyl)-methylene}-2-indolinone), [OH-].[Na+] (sodium hydroxide), Cl (hydrochloric acid), O (water). Run in C(C)O (ethanol). Run at temperature 80 celsius, time 2 hour. Yields the product C(=O)(O)C1=CC=C2/C(/C(NC2=C1)=O)=C(\C1=CC2=C(C=C1)OCCO2)/NC2=CC=C(C=C2)CN2CCN(CC2)C (6-carboxy-3-(Z)-{1-[4-(1-methylpiperazin-4-yl-methyl)-phenylamino]-1-(3,4-ethylenedioxyphenyl)-methylene}-2-indolinone). RXN SMILES: C[O:2][C:3]([C:5]1[CH:13]=[C:12]2[C:8](/[C:9](=[C:15](/[NH:26][C:27]3[CH:32]=[CH:31][C:30]([CH2:33][N:34]4[CH2:39][CH2:38][N:37]([CH3:40])[CH2:36][CH2:35]4)=[CH:29][CH:28]=3)\[C:16]3[CH:21]=[CH:20][C:19]4[O:22][CH2:23][CH2:24][O:25][C:18]=4[CH:17]=3)/[C:10](=[O:14])[NH:11]2)=[CH:7][CH:6]=1)=[O:4].[OH-].[Na+].Cl.O>C(O)C>[C:3]([C:5]1[CH:13]=[C:12]2[C:8](/[C:9](=[C:15](/[NH:26][C:27]3[CH:32]=[CH:31][C:30]([CH2:33][N:34]4[CH2:35][CH2:36][N:37]([CH3:40])[CH2:38][CH2:39]4)=[CH:29][CH:28]=3)\[C:16]3[CH:21]=[CH:20][C:19]4[O:22][CH2:23][CH2:24][O:25][C:18]=4[CH:17]=3)/[C:10](=[O:14])[NH:11]2)=[CH:7][CH:6]=1)([OH:4])=[O:2] |f:1.2|. Reported procedure: 0.36 g of 6-methoxycarbonyl-3-(Z)-{1-[4-(1-methylpiperazin-4-yl-methyl)-phenylamino]-1-(3,4-ethylenedioxyphenyl)-methylene}-2-indolinone (Example 1.57) in 5 ml of ethanol are combined at 80° C. with 1.6 ml of 1 molar sodium hydroxide solution and stirred for 2 hours at 80° C. After the addition of 1.6 ml of 1 molar hydrochloric acid and 2 ml of water the mixture is stirred overnight without any heating. The precipitate formed is suction filtered, washed successively with water, a little ethanol ... The reactants are CCNC(=O)NCC(C)(C)O, ClCCl, O=S(Cl)Cl. The product is CCNC1=NCC(C)(C)O1. RXN SMILES: [CH3:1][C:2]([CH2:3][NH:4][C:5](=[O:6])[NH:7][CH2:8][CH3:9])([CH3:10])[OH:11].[Cl:16][CH2:17][Cl:18].[S:12]([Cl:13])([Cl:14])=[O:15]>>[CH3:1][C:2]1([CH3:10])[CH2:3][N:4]=[C:5]([NH:7][CH2:8][CH3:9])[O:11]1. Starting materials: N1(CCOCC1)C(=O)N1CC(CC(C1)C1=CC=C(C=C1)C(F)(F)F)C(=O)O (1-(morpholin-4-ylcarbonyl)-5-[4-(trifluoromethyl)phenyl]piperidine-3-carboxylic acid), ON=C(N)C=1C=NC=CC1 (N′-hydroxypyridine-3-carboximidamide). Product: N1=CC(=CC=C1)C1=NOC(=N1)C1CN(CC(C1)C1=CC=C(C=C1)C(F)(F)F)C(=O)N1CCOCC1 (4-({3-(3-(Pyridin-3-yl)-1,2,4-oxadiazol-5-yl)-5-[4-(trifluoromethyl)phenyl]piperidin-1-yl}-carbonyl)morpholine). As a reaction SMILES: [N:1]1([C:7]([N:9]2[CH2:14][CH:13]([C:15]3[CH:20]=[CH:19][C:18]([C:21]([F:24])([F:23])[F:22])=[CH:17][CH:16]=3)[CH2:12][CH:11]([C:25]([OH:27])=O)[CH2:10]2)=[O:8])[CH2:6][CH2:5][O:4][CH2:3][CH2:2]1.O[N:29]=[C:30]([C:32]1[CH:33]=[N:34][CH:35]=[CH:36][CH:37]=1)[NH2:31]>>[N:34]1[CH:35]=[CH:36][CH:37]=[C:32]([C:30]2[N:31]=[C:25]([CH:11]3[CH2:12][CH:13]([C:15]4[CH:20]=[CH:19][C:18]([C:21]([F:22])([F:23])[F:24])=[CH:17][CH:16]=4)[CH2:14][N:9]([C:7]([N:1]4[CH2:6][CH2:5][O:4][CH2:3][CH2:2]4)=[O:8])[CH2:10]3)[O:27][N:29]=2)[CH:33]=1. Procedure: 250 mg (about 0.65 mmol) of 1-(morpholin-4-ylcarbonyl)-5-[4-(trifluoromethyl)phenyl]piperidine-3-carboxylic acid and 98 mg (0.71 mmol) of N′-hydroxypyridine-3-carboximidamide were reacted according to the General Method 1. Yield: 35 mg (11% of theory) Starting materials: FC(S(=O)(=O)OC=1C(N2CCCC2=C(C1)C(CC)=O)=O)(F)F (5-oxo-8-propionyl-1,2,3,5-tetrahydroindolizin-6-yl trifluoromethanesulfonate), C[Sn](C1=NC=CC=C1)(C)C (2-trimethylstannyl pyridine), [Li+].[Cl-] (LiCl), C1CCOC1 (THF). Reagents/catalysts: C=1C=CC(=CC1)[P](C=2C=CC=CC2)(C=3C=CC=CC3)[Pd]([P](C=4C=CC=CC4)(C=5C=CC=CC5)C=6C=CC=CC6)([P](C=7C=CC=CC7)(C=8C=CC=CC8)C=9C=CC=CC9)[P](C=1C=CC=CC1)(C=1C=CC=CC1)C=1C=CC=CC1 ((Ph3P)4Pd). Run in O (H2O). Run at temperature 160 celsius. The product is O=C1N2CCCC2=C(C=C1C1=NC=CC=C1)C(=O)O (5-Oxo-6-(pyridine-2-yl)-1,2,3,5-tetrahydroindolizine-8-carboxylic acid). RXN SMILES: FC(F)(F)S(O[C:7]1[C:8](=[O:20])[N:9]2[C:13](=[C:14]([C:16](=[O:19])CC)[CH:15]=1)[CH2:12][CH2:11][CH2:10]2)(=O)=O.C[Sn](C)(C)[C:25]1[CH:30]=[CH:29][CH:28]=[CH:27][N:26]=1.[Li+].[Cl-].C1C[O:38]CC1>O.C1C=CC([P]([Pd]([P](C2C=CC=CC=2)(C2C=CC=CC=2)C2C=CC=CC=2)([P](C2C=CC=CC=2)(C2C=CC=CC=2)C2C=CC=CC=2)[P](C2C=CC=CC=2)(C2C=CC=CC=2)C2C=CC=CC=2)(C2C=CC=CC=2)C2C=CC=CC=2)=CC=1>[O:20]=[C:8]1[C:7]([C:25]2[CH:30]=[CH:29][CH:28]=[CH:27][N:26]=2)=[CH:15][C:14]([C:16]([OH:19])=[O:38])=[C:13]2[N:9]1[CH2:10][CH2:11][CH2:12]2 |f:2.3,^1:44,46,65,84|. Reported procedure: A mixture of 5-oxo-8-propionyl-1,2,3,5-tetrahydroindolizin-6-yl trifluoromethanesulfonate (0.50 g, 1.46 mmol), 2-trimethylstannyl pyridine (0.46 g, 1.90 mmol), LiCl (0.17 g, 4.38 mmol), and (Ph3P)4Pd (0.12 g, 0.11 mmol) in THF (10 mL) was heated by Microwave Synthesizer at 160° C. for 20 min. The reaction was cooled, diluted with H2O and extracted into EtOAc (3×). The organic layers were combined, dried over MgSO4 and concentrated. The concentrate was triturated in ether to give the salt of the ... The reactants are [F-].C(CCC)[N+](CCCC)(CCCC)CCCC (Tetrabutylammonium fluoride), [Si](C)(C)(C(C)(C)C)OC1(CC1)C1=CC=CC(=N1)C1=NC=2C(=NC(=CC2)N2C[C@@H](CCC2)C(=O)N2CCCC2)N1 ((R)-(1-(2-(6-(1-((tert-butyldimethylsilyl)oxy)cyclopropyl)pyridin-2-yl)-3H-imidazo[4,5-b]pyridin-5-yl)piperidin-3-yl)(pyrrolidin-1-yl)methanone). Solvent: O1CCCC1 (tetrahydrofuran). Run at time 40 minute. Yields the product OC1(CC1)C1=CC=CC(=N1)C1=NC=2C(=NC(=CC2)N2C[C@@H](CCC2)C(=O)N2CCCC2)N1 ((R)-(1-(2-(6-(1-Hydroxycyclopropyl)pyridin-2-yl)-3H-imidazo[4,5-b]pyridin-5-yl)piperidin-3-yl)(pyrrolidin-1-yl)methanone). As a reaction SMILES: [F-].C([N+](CCCC)(CCCC)CCCC)CCC.[Si]([O:26][C:27]1([C:30]2[N:35]=[C:34]([C:36]3[NH:57][C:39]4=[N:40][C:41]([N:44]5[CH2:49][CH2:48][CH2:47][C@@H:46]([C:50]([N:52]6[CH2:56][CH2:55][CH2:54][CH2:53]6)=[O:51])[CH2:45]5)=[CH:42][CH:43]=[C:38]4[N:37]=3)[CH:33]=[CH:32][CH:31]=2)[CH2:29][CH2:28]1)(C(C)(C)C)(C)C>O1CCCC1>[OH:26][C:27]1([C:30]2[N:35]=[C:34]([C:36]3[NH:57][C:39]4=[N:40][C:41]([N:44]5[CH2:49][CH2:48][CH2:47][C@@H:46]([C:50]([N:52]6[CH2:53][CH2:54][CH2:55][CH2:56]6)=[O:51])[CH2:45]5)=[CH:42][CH:43]=[C:38]4[N:37]=3)[CH:33]=[CH:32][CH:31]=2)[CH2:29][CH2:28]1 |f:0.1|. Reported procedure: Tetrabutylammonium fluoride (1M in tetrahydrofuran, 0.6 mL, 0.6 mmol) was added to a solution of (R)-(1-(2-(6-(1-((tert-butyldimethylsilyl)oxy)cyclopropyl)pyridin-2-yl)-3H-imidazo[4,5-b]pyridin-5-yl)piperidin-3-yl)(pyrrolidin-1-yl)methanone (89.7 mg, 0.2 mmol) in tetrahydrofuran (0.5 mL). The reaction mixture was stirred at room temperature for 40 min. The mixture was partitioned between water and ethyl acetate (3×). The combined organics were dried over sodium sulfate and concentrated under red...